From a dataset of the Open Reaction Database (ORD), a public repository of structured organic reaction records. describe an organic reaction: reactants, conditions, products, and yield Reactants: C, CCO, O=[N+]([O-])c1ccc(O)cc1F, [Pd]. Product: Nc1ccc(O)cc1F. Reaction SMILES: [C:15].[CH3:12][CH2:13][OH:14].[F:1][c:2]1[cH:3][c:4]([OH:11])[cH:5][cH:6][c:7]1[N+:8]([O-:9])=[O:10].[Pd:16]>>[F:1][c:2]1[cH:3][c:4]([OH:11])[cH:5][cH:6][c:7]1[NH2:8]. Reactants: formula IV, OCC(O)CO (glycerol), NC=1C=NC=CC1 (3-amino pyridine). The product is N1=CC=CC2=NC=CC=C12 (1,5-naphthyridine). Reaction SMILES: [NH2:1][C:2]1[CH:3]=[N:4][CH:5]=[CH:6][CH:7]=1.O[CH2:9][CH:10]([CH2:12]O)O>>[N:4]1[C:3]2[C:2](=[N:1][CH:9]=[CH:10][CH:12]=2)[CH:7]=[CH:6][CH:5]=1. Procedure details: Thus 3-amino pyridine III may be condensed with a glycerol of formula IV to give the ##STR3## 1,5-naphthyridine of formula V which is reduced e.g. by hydrogenation over platinum oxide to the 1,2,3,4-tetrahydro-1,5,-naphthyridine of formula (VI). In formula IV, V and VI R1, R2 and R3 are as defined in connection with formula I. Reactants: NCCCCN1C=NC=2C(=NC=3C=CC=CC3C21)N (1-(4-aminobutyl)-1H-imidazo[4,5-c]quinolin-4-amine), O(C1=CC=CC=C1)C1=CC=C(C(=O)Cl)C=C1 (4-phenoxybenzoyl chloride). Product: NC1=NC=2C=CC=CC2C2=C1N=CN2CCCCNC(C2=CC=C(C=C2)OC2=CC=CC=C2)=O (N1-[4-(4-amino-1H-imidazo[4,5-c]quinolin-1-yl)butyl]-4-phenoxybenzamide). Reaction SMILES: [NH2:1][CH2:2][CH2:3][CH2:4][CH2:5][N:6]1[C:18]2[C:17]3[CH:16]=[CH:15][CH:14]=[CH:13][C:12]=3[N:11]=[C:10]([NH2:19])[C:9]=2[N:8]=[CH:7]1.[O:20]([C:27]1[CH:35]=[CH:34][C:30]([C:31](Cl)=[O:32])=[CH:29][CH:28]=1)[C:21]1[CH:26]=[CH:25][CH:24]=[CH:23][CH:22]=1>>[NH2:19][C:10]1[C:9]2[N:8]=[CH:7][N:6]([CH2:5][CH2:4][CH2:3][CH2:2][NH:1][C:31](=[O:32])[C:30]3[CH:29]=[CH:28][C:27]([O:20][C:21]4[CH:26]=[CH:25][CH:24]=[CH:23][CH:22]=4)=[CH:35][CH:34]=3)[C:18]=2[C:17]2[CH:16]=[CH:15][CH:14]=[CH:13][C:12]=2[N:11]=1. Procedure details: According to the general method of Example 14, 1-(4-aminobutyl)-1H-imidazo[4,5-c]quinolin-4-amine and 4-phenoxybenzoyl chloride were combined to provide N1-[4-(4-amino-1H-imidazo[4,5-c]quinolin-1-yl)butyl]-4-phenoxybenzamide as a white powder, m.p. 90.5-91.5° C. 1H NMR (500 MHz, DMSO-d6) δ 8.42 (t, J=5.7 Hz, 1H), 8.21 (s, 1H), 8.03 (d, J=7.9 Hz, 1H), 7.81 (d, J=8.9 Hz, 2H), 7.62 (d, J=7.9 Hz, 1H), 7.45-7.40 (m, 3H), 7.21 (m, 2H), 7.07 (d, J=7.6 Hz, 2H), 6.99 (d, J=8.9 Hz, 2H), 6.61 (broad s, 2H)... Yield: 95.2%. Reaction conditions: time 2 hour. Yields the product COC=1C=C2CCNC(C2=C(C1)OC)C1=CC=CC=C1 (6,8-dimethoxy-1-phenyl-1,2,3,4-tetrahydroisoquinoline). The reactants are [BH4-].[Na+] (Sodium borohydride), COC=1C=C2CCN=C(C2=C(C1)OC)C1=CC=CC=C1 (6,8-dimethoxy-1-phenyl-3,4-dihydroisoquinoline). Reported procedure: Sodium borohydride (450 mg) was added with stirring to a solution of 6,8-dimethoxy-1-phenyl-3,4-dihydroisoquinoline (1.96 g) in EtOH (50 mL) over 5 minutes. The reaction mixture was stirred at room temperature for 2 hours and then further stirred at 60° C. for 1.5 hours. The reaction mixture was cooled to room temperature and concentrated under reduced pressure. An aqueous 3 M HCl solution (60 mL) was added to the resulting residue, followed by heating under reflux for 3 minutes. After cooling, ... Reaction SMILES: [BH4-].[Na+].[CH3:3][O:4][C:5]1[CH:6]=[C:7]2[C:12](=[C:13]([O:15][CH3:16])[CH:14]=1)[C:11]([C:17]1[CH:22]=[CH:21][CH:20]=[CH:19][CH:18]=1)=[N:10][CH2:9][CH2:8]2>CCO>[CH3:3][O:4][C:5]1[CH:6]=[C:7]2[C:12](=[C:13]([O:15][CH3:16])[CH:14]=1)[CH:11]([C:17]1[CH:22]=[CH:21][CH:20]=[CH:19][CH:18]=1)[NH:10][CH2:9][CH2:8]2 |f:0.1|. Solvent: CCO (EtOH). The reactants are C1(=CC=CC=C1)C(CNC1=C2N=CN(C2=NC(=N1)CNC(=O)NCCNC(C)C)[C@H]1[C@@H]([C@@H]([C@H](O1)C(=O)NCC)O)O)C1=CC=CC=C1 ((2S,3S,4R,5R)-5-(6-[(2,2-diphenylethyl)amino]-2-{[({[2-(isopropylamino)ethyl]amino}carbonyl)amino]methyl}-9H-purin-9-yl)-N-ethyl-3,4-dihydroxytetrahydro-2-furancarboxamide), C1(=CC=CC=C1)S(=O)(=O)Cl (benzenesulphonyl chloride). Yields the product C1(=CC=CC=C1)C(CNC1=C2N=CN(C2=NC(=N1)CNC(=O)NCCN(S(=O)(=O)C1=CC=CC=C1)C(C)C)[C@H]1[C@@H]([C@@H]([C@H](O1)C(=O)NCC)O)O)C1=CC=CC=C1 ((2S,3S,4R,5R)-5-[6-[(2,2-Diphenylethyl)amino]-2-({[({2-[isopropyl(phenylsulfonyl)amino]ethyl}amino)carbonyl]amino}methyl)-9H-purin-9-yl]-N-ethyl-3,4-dihydroxytetrahydro-2-furancarboxamide). As a reaction SMILES: [C:1]1([CH:7]([C:42]2[CH:47]=[CH:46][CH:45]=[CH:44][CH:43]=2)[CH2:8][NH:9][C:10]2[N:18]=[C:17]([CH2:19][NH:20][C:21]([NH:23][CH2:24][CH2:25][NH:26][CH:27]([CH3:29])[CH3:28])=[O:22])[N:16]=[C:15]3[C:11]=2[N:12]=[CH:13][N:14]3[C@@H:30]2[O:34][C@H:33]([C:35]([NH:37][CH2:38][CH3:39])=[O:36])[C@@H:32]([OH:40])[C@H:31]2[OH:41])[CH:6]=[CH:5][CH:4]=[CH:3][CH:2]=1.[C:48]1([S:54](Cl)(=[O:56])=[O:55])[CH:53]=[CH:52][CH:51]=[CH:50][CH:49]=1>>[C:1]1([CH:7]([C:42]2[CH:43]=[CH:44][CH:45]=[CH:46][CH:47]=2)[CH2:8][NH:9][C:10]2[N:18]=[C:17]([CH2:19][NH:20][C:21]([NH:23][CH2:24][CH2:25][N:26]([CH:27]([CH3:29])[CH3:28])[S:54]([C:48]3[CH:53]=[CH:52][CH:51]=[CH:50][CH:49]=3)(=[O:56])=[O:55])=[O:22])[N:16]=[C:15]3[C:11]=2[N:12]=[CH:13][N:14]3[C@@H:30]2[O:34][C@H:33]([C:35]([NH:37][CH2:38][CH3:39])=[O:36])[C@@H:32]([OH:40])[C@H:31]2[OH:41])[CH:6]=[CH:5][CH:4]=[CH:3][CH:2]=1. Procedure details: The title compound was prepared from (2S,3S,4R,5R)-5-(6-[(2,2-diphenylethyl)amino]-2-{[({[2-(isopropylamino)ethyl]amino}carbonyl)amino]methyl}-9H-purin-9-yl)-N-ethyl-3,4-dihydroxytetrahydro-2-furancarboxamide (80 mg, 0.12 mmol) (Preparation 12) and benzenesulphonyl chloride (0.0017 ml, 0.14 mmol) by a similar method to that of Example 8. Reactants: CCOC(=O)CCC(Cl)c1c(F)cccc1Cl, [H-], [Na+], CN(C)C=O, N#Cc1ccc(OCc2ccsc2)cc1O. Yields the product CCOC(=O)CCC(Oc1cc(OCc2ccsc2)ccc1C#N)c1c(F)cccc1Cl. Reaction SMILES: [Cl:19][CH:20]([CH2:21][CH2:22][C:23](=[O:24])[O:25][CH2:26][CH3:27])[c:28]1[c:29]([Cl:35])[cH:30][cH:31][cH:32][c:33]1[F:34].[H-:17].[Na+:18].[O:36]=[CH:37][N:38]([CH3:39])[CH3:40].[OH:1][c:2]1[c:3]([C:4]#[N:5])[cH:6][cH:7][c:8]([O:10][CH2:11][c:12]2[cH:13][s:14][cH:15][cH:16]2)[cH:9]1>>[O:1]([c:2]1[c:3]([C:4]#[N:5])[cH:6][cH:7][c:8]([O:10][CH2:11][c:12]2[cH:13][s:14][cH:15][cH:16]2)[cH:9]1)[CH:20]([CH2:21][CH2:22][C:23](=[O:24])[O:25][CH2:26][CH3:27])[c:28]1[c:29]([Cl:35])[cH:30][cH:31][cH:32][c:33]1[F:34]. The reactants are NC1=C(C(=NO1)C)Br (5-amino-4-bromo-3-methylisoxazole), BrC1=CC=C(C=C1)S(=O)(=O)Cl (4-bromobenzenesulfonyl chloride). The product is BrC1=CC=C(C=C1)S(=O)(=O)NC1=C(C(=NO1)C)Br (4-Bromo-N-(4-bromo-3-methyl-5-isoxazolyl)benzenesulfonamide). Yield: 74.0%. RXN SMILES: [NH2:1][C:2]1[O:6][N:5]=[C:4]([CH3:7])[C:3]=1[Br:8].[Br:9][C:10]1[CH:15]=[CH:14][C:13]([S:16](Cl)(=[O:18])=[O:17])=[CH:12][CH:11]=1>>[Br:9][C:10]1[CH:15]=[CH:14][C:13]([S:16]([NH:1][C:2]2[O:6][N:5]=[C:4]([CH3:7])[C:3]=2[Br:8])(=[O:18])=[O:17])=[CH:12][CH:11]=1. Procedure: 4-Bromo-N-(4-bromo-3-methyl-5-isoxazolyl)benzenesulfonamide was prepared in the same manner as described in Example 30 from 5-amino-4-bromo-3-methylisoxazole and 4-bromobenzenesulfonyl chloride in 74% yield. Purification was achieved by recrystallization from ethyl acetate/hexanes to give a crystalline solid, m.p. 146-149° C.